The task is: describe an organic reaction: reactants, conditions, products, and yield. This data is from the Open Reaction Database (ORD), a public repository of structured organic reaction records. The reactants are ClCCl, CSC(=N)N, O=S(=O)(Cl)CCl, [Na+], [Na+], O=C([O-])[O-], O, O=S(=O)(O)O. Yields the product CSC(=N)NS(=O)(=O)CCl. RXN SMILES: [CH2:24]([Cl:25])[Cl:26].[CH3:7][S:8][C:9]([NH2:10])=[NH:11].[Cl:18][CH2:19][S:20](=[O:21])(=[O:22])[Cl:23].[Na+:12].[Na+:13].[O-:14][C:15](=[O:16])[O-:17].[OH2:1].[S:2]([OH:3])([OH:4])(=[O:5])=[O:6]>>[CH3:7][S:8][C:9](=[NH:10])[NH:11][S:20]([CH2:19][Cl:18])(=[O:21])=[O:22].